From a dataset of the Open Reaction Database (ORD), a public repository of structured organic reaction records. describe an organic reaction: reactants, conditions, products, and yield The reactants are CCO (EtOH), OS(=O)(=O)O (H2SO4), hydrochloride salt, NC=1C(=NC=C(C1)Cl)C(=O)O (3-Amino-5-chloropicolinic acid), ice. Reaction conditions: temperature 120 celsius. The product is NC=1C(=NC=C(C1)Cl)C(=O)OCC (Ethyl 3-amino-5-chloropicolinate). As a reaction SMILES: [CH3:1][CH2:2]O.OS(O)(=O)=O.[NH2:9][C:10]1[C:11]([C:17]([OH:19])=[O:18])=[N:12][CH:13]=[C:14]([Cl:16])[CH:15]=1>>[NH2:9][C:10]1[C:11]([C:17]([O:19][CH2:1][CH3:2])=[O:18])=[N:12][CH:13]=[C:14]([Cl:16])[CH:15]=1. Procedure details: Absolute EtOH (1.00 mL, d=0.785, 17.0 mmol) and H2SO4 (96%, 0.10 mL, d=1.840, 1.8 mmol) were added to the hydrochloride salt of 3-amino-5-chloropicolinic acid (106) (0.100 g, 0.407 mmol). The mixture was stirred and heated to reflux. The mixture was refluxed (120° C.) for 19 h. The resulting solution was cooled to room temperature, poured over ice (1.0 g), and neutralized to pH 5 with solid Na2 CO3. The resulting mixture was extracted with EtOAc (4×3 mL), the organic layer dried (Na2SO4), and ro... Starting materials: [Cl-].[Cl-].[Cl-].[Al+3] (Aluminum trichloride), ClC1=CC=C(C=C1)CC(=O)Cl (p-chlorophenylacetyl chloride), Cl (hydrochloric acid). Solvent: ClC1=CC=CC=C1 (chlorobenzene). Conditions: time 24 hour. Yields the product ClC1=CC=C(C=C1)C(CC1=CC=C(C=C1)Cl)=O (p-Chloro-2-(p-chlorophenyl)acetophenone). Reaction SMILES: [Cl-:1].[Cl-].[Cl-].[Al+3].[Cl:5][C:6]1[CH:11]=[CH:10][C:9]([CH2:12][C:13](Cl)=[O:14])=[CH:8][CH:7]=1.Cl>ClC1C=CC=CC=1>[Cl:1][C:6]1[CH:11]=[CH:10][C:9]([C:13](=[O:14])[CH2:12][C:9]2[CH:10]=[CH:11][C:6]([Cl:5])=[CH:7][CH:8]=2)=[CH:8][CH:7]=1 |f:0.1.2.3|. Procedure details: Aluminum trichloride (11.75 g.; 0.088 mole) was added portionwise to a stirred mixture of the p-chlorophenylacetyl chloride and chlorobenzene (30 ml.). Following addition, the mixture was allowed to stand for 24 hours. The resulting dark brown paste was scooped out and stirred into a slurry of ice and conc. hydrochloric acid which was then extracted with methylene chloride. The organic extracts were washed with 1 N hydrochloric acid, saturated sodium bicarbonate, saturated sodium chloride; dried...